From a dataset of the Open Reaction Database (ORD), a public repository of structured organic reaction records. describe an organic reaction: reactants, conditions, products, and yield Reactants: N1=CC(=CC=C1)CC1=CC=C(C=C1)/C=C/CO ((E)-3-[4-(pyridin-3-ylmethyl)phenyl]allyl alcohol), S(=O)(Cl)Cl (thionyl chloride). The solvent is C(Cl)Cl (methylene chloride). Product: Cl.N1=CC(=CC=C1)CC1=CC=C(C=C1)/C=C/CCl ((E)-3-[4-(pyridin-3-ylmethyl)phenyl]allyl chloride hydrochloride). Reaction SMILES: [N:1]1[CH:6]=[CH:5][CH:4]=[C:3]([CH2:7][C:8]2[CH:13]=[CH:12][C:11](/[CH:14]=[CH:15]/[CH2:16]O)=[CH:10][CH:9]=2)[CH:2]=1.S(Cl)([Cl:20])=O>C(Cl)Cl>[ClH:20].[N:1]1[CH:6]=[CH:5][CH:4]=[C:3]([CH2:7][C:8]2[CH:13]=[CH:12][C:11](/[CH:14]=[CH:15]/[CH2:16][Cl:20])=[CH:10][CH:9]=2)[CH:2]=1 |f:3.4|. Reported procedure: In 100 ml of methylene chloride was dissolved 10.5 g of (E)-3-[4-(pyridin-3-ylmethyl)phenyl]allyl alcohol, and 17 ml of thionyl chloride was added dropwise to the resulting solution with ice-cooling, after which the resulting mixture was subjected to reaction under reflux for 30 minutes. The solvent and the excessive thionyl chloride were removed by distillation under reduced pressure, to obtain (E)-3-[4-(pyridin-3-ylmethyl)phenyl]allyl chloride hydrochloride as the residue. This residue was dis... The reactants are BrC(C(=O)O)C1=CC=CC=C1 (2-Bromo-2-phenylacetic acid), NC=1C=C(C(=O)OCC=C)C=CC1 (allyl 3-aminobenzoate), CCN(C(C)C)C(C)C (DIPEA). Solvent: C(C)#N (acetonitrile). Conditions: temperature 100 celsius. The product is C(C=C)OC(=O)C=1C=C(C=CC1)NC(C(=O)O)C1=CC=CC=C1 (2-(3-(allyloxycarbonyl)phenylamino)-2-phenylacetic acid). Yield: 98.4%. As a reaction SMILES: Br[CH:2]([C:6]1[CH:11]=[CH:10][CH:9]=[CH:8][CH:7]=1)[C:3]([OH:5])=[O:4].[NH2:12][C:13]1[CH:14]=[C:15]([CH:22]=[CH:23][CH:24]=1)[C:16]([O:18][CH2:19][CH:20]=[CH2:21])=[O:17].CCN(C(C)C)C(C)C>C(#N)C>[CH2:19]([O:18][C:16]([C:15]1[CH:14]=[C:13]([NH:12][CH:2]([C:6]2[CH:11]=[CH:10][CH:9]=[CH:8][CH:7]=2)[C:3]([OH:5])=[O:4])[CH:24]=[CH:23][CH:22]=1)=[O:17])[CH:20]=[CH2:21]. Procedure details: 2-Bromo-2-phenylacetic acid (1.86 g, 8.65 mmol) was added to a solution of allyl 3-aminobenzoate (2.30 g, 13.0 mmol) and DIPEA (2.27 ml, 13.0 mmol) in acetonitrile (48 ml). The reaction was heated at 100° C. for 1 hour under microwave irradiation. The solvent was removed in vacuo and the residue was purified by flash chromatography (DCM/MeOH=95/5) to obtain 2-(3-(allyloxycarbonyl)phenylamino)-2-phenylacetic acid (2.65 g, 98% yield). The reactants are COC1=C(C=CC=C1)C(C)OC(NC=1C(=NOC1C1=CC=C(C=C1)Br)C)=O ([5-(4-bromo-phenyl)-3-methyl-isoxazol-4-yl]-carbamic acid 1-(2-methoxy-phenyl)-ethyl ester), C(C)OC(=O)C1(CC1)C1=CC=C(C=C1)B1OC(C(O1)(C)C)(C)C (1-[4-(4,4,5,5-tetramethyl-[1,3,2]dioxaborolan-2-yl)-phenyl]-cyclopropanecarboxylic acid ethyl ester). Product: C(C)OC(=O)C1(CC1)C1=CC=C(C=C1)C1=CC=C(C=C1)C1=C(C(=NO1)C)NC(=O)OC(C)C1=C(C=CC=C1)OC (1-(4′-{4-[1-(2-Methoxy-phenyl)-ethoxycarbonylamino]-3-methyl-isoxazol-5-yl}-biphenyl-4-yl)-cyclopropanecarboxylic acid ethyl ester). Reaction SMILES: [CH3:1][O:2][C:3]1[CH:8]=[CH:7][CH:6]=[CH:5][C:4]=1[CH:9]([O:11][C:12](=[O:27])[NH:13][C:14]1[C:15]([CH3:26])=[N:16][O:17][C:18]=1[C:19]1[CH:24]=[CH:23][C:22](Br)=[CH:21][CH:20]=1)[CH3:10].[CH2:28]([O:30][C:31]([C:33]1([C:36]2[CH:41]=[CH:40][C:39](B3OC(C)(C)C(C)(C)O3)=[CH:38][CH:37]=2)[CH2:35][CH2:34]1)=[O:32])[CH3:29]>>[CH2:28]([O:30][C:31]([C:33]1([C:36]2[CH:41]=[CH:40][C:39]([C:22]3[CH:23]=[CH:24][C:19]([C:18]4[O:17][N:16]=[C:15]([CH3:26])[C:14]=4[NH:13][C:12]([O:11][CH:9]([C:4]4[CH:5]=[CH:6][CH:7]=[CH:8][C:3]=4[O:2][CH3:1])[CH3:10])=[O:27])=[CH:20][CH:21]=3)=[CH:38][CH:37]=2)[CH2:34][CH2:35]1)=[O:32])[CH3:29]. Procedure: Prepared according to the procedure described in Example 6, Step 3 using [5-(4-bromo-phenyl)-3-methyl-isoxazol-4-yl]-carbamic acid 1-(2-methoxy-phenyl)-ethyl ester and 1-[4-(4,4,5,5-tetramethyl-[1,3,2]dioxaborolan-2-yl)-phenyl]-cyclopropanecarboxylic acid ethyl ester. The reactants are N#Cc1cccc(CN2C(=O)c3ccccc3C2=O)n1, CO, Cl, NN, C1CCOC1, O. The product is Cl, N#Cc1cccc(CN)n1. Reaction SMILES: [C:4]1(=[O:5])[N:8]([CH2:9][c:10]2[cH:11][cH:12][cH:13][c:14]([C:16]#[N:17])[n:15]2)[C:6](=[O:7])[c:18]2[cH:19][cH:20][cH:21][cH:22][c:23]21.[CH3:25][OH:26].[ClH:24].[NH2:2][NH2:3].[O:27]1[CH2:28][CH2:29][CH2:30][CH2:31]1.[OH2:1]>>[ClH:24].[NH2:8][CH2:9][c:10]1[cH:11][cH:12][cH:13][c:14]([C:16]#[N:17])[n:15]1. The reactants are CC(CNC1=C(C=NC2=CC=CN=C12)N)C (N4-(2-methylpropyl)[1,5]naphthyridine-3,4-diamine), C1(=CC=C(C=C1)S(=O)(=O)O)C (p-toluenesulfonic acid), trialkyl orthoacetate. The product is CC=1N(C2=C(C=NC=3C=CC=NC23)N1)CC(C)C (2-methyl-1-(2-methylpropyl)-1H-imidazo[4,5-c][1,5]naphthyridine). RXN SMILES: [CH3:1][CH:2]([CH3:16])[CH2:3][NH:4][C:5]1[C:14]2[C:9](=[CH:10][CH:11]=[CH:12][N:13]=2)[N:8]=[CH:7][C:6]=1[NH2:15].[C:17]1(C)C=CC(S(O)(=O)=O)=C[CH:18]=1>>[CH3:17][C:18]1[N:4]([CH2:3][CH:2]([CH3:16])[CH3:1])[C:5]2[C:14]3[N:13]=[CH:12][CH:11]=[CH:10][C:9]=3[N:8]=[CH:7][C:6]=2[N:15]=1. Procedure: In one aspect, the invention provides a method for making 2-methyl-1-(2-methylpropyl)-5-oxido-1H-imidazo[4,5-c][1,5]naphthyridine. The method includes: providing N4-(2-methylpropyl)-3-nitro[1,5]naphthyridin-4-amine in a carrier including toluene; combining the N4-(2-methylpropyl)-3-nitro[1,5]naphthyridin-4-amine in the carrier with a hydrogenation catalyst and isopropanol to form a mixture; subjecting the mixture that includes the N4-(2-methylpropyl)-3-nitro[1,5]naphthyridin-4-amine and the hydr... Starting materials: C(C)(=O)OCC (Ethyl acetate), BrC=1C(=C(C(NC1)=O)[N+](=O)[O-])C (5-bromo-4-methyl-3-nitro-2-pyridone), C[Si](C)(C)C#C (trimethylsilylacetylene), bis(triphenylphosphine)Pd(II) chloride, cuprous iodide. Reaction conditions: temperature 90 celsius. Reported procedure: A mixture of 5-bromo-4-methyl-3-nitro-2-pyridone (1.0 g, 2.8 mmol), trimethylsilylacetylene (1.2 mL, 8.5 mmol), bis(triphenylphosphine)Pd(II) chloride (0.100 g) and cuprous iodide (0.025 g) in DMF (4 mL) and triethylamine (2 mL) was heated at 90 ° C. in a sealed tube for 7 hours. Ethyl acetate was added, and the mixture was washed with water, dried, filtered and evaporated. Chromatography of the residue over silica gel (40% ethyl acetate/hexane) gave 5-trimethylsilylethynyl-4-methyl-3-nitro-2-py... Yields the product C[Si](C)(C)C#CC=1C(=C(C(NC1)=O)[N+](=O)[O-])C (5-trimethylsilylethynyl-4-methyl-3-nitro-2-pyridone). The solvent is CN(C)C=O (DMF), C(C)N(CC)CC (triethylamine). The yield is 96.4%. RXN SMILES: Br[C:2]1[C:3]([CH3:12])=[C:4]([N+:9]([O-:11])=[O:10])[C:5](=[O:8])[NH:6][CH:7]=1.[CH3:13][Si:14]([C:17]#[CH:18])([CH3:16])[CH3:15].C(OCC)(=O)C>CN(C=O)C.C(N(CC)CC)C>[CH3:13][Si:14]([C:17]#[C:18][C:2]1[C:3]([CH3:12])=[C:4]([N+:9]([O-:11])=[O:10])[C:5](=[O:8])[NH:6][CH:7]=1)([CH3:16])[CH3:15]. The reactants are C(C)C=1C(NC(N([C@H]2CC[C@@H](CO)O2)C1)=O)=O (2',3'-dideoxy-5-ethyluridine), C1(=CC=CC=C1)P(C1=CC=CC=C1)C1=CC=CC=C1 (triphenylphosphine), [N-]=[N+]=[N-].[Na+] (sodium azide), C(Br)(Br)(Br)Br (carbon tetrabromide). The solvent is CO (methanol). Conditions: time 20 hour. Yields the product N(=[N+]=[N-])C[C@@H]1CC[C@@H](O1)N1C(=O)NC(=O)C(=C1)CC (5'-azido-2',3',5'-trideoxy-5-ethyluridine). Yield: 51.8%. Reaction SMILES: [CH2:1]([C:3]1[C:4](=[O:17])[NH:5][C:6](=[O:16])[N:7]([CH:15]=1)[C@@H:8]1[O:14][C@H:11]([CH2:12]O)[CH2:10][CH2:9]1)[CH3:2].C1(P(C2C=CC=CC=2)C2C=CC=CC=2)C=CC=CC=1.[N-:37]=[N+:38]=[N-:39].[Na+].C(Br)(Br)(Br)Br>CO>[N:37]([CH2:12][C@H:11]1[O:14][C@@H:8]([N:7]2[CH:15]=[C:3]([CH2:1][CH3:2])[C:4](=[O:17])[NH:5][C:6]2=[O:16])[CH2:9][CH2:10]1)=[N+:38]=[N-:39] |f:2.3|. Procedure details: A mixture of 350 mg of 2',3'-dideoxy-5-ethyluridine, 391 mg of triphenylphosphine, 475 mg of sodium azide and 496 mg of carbon tetrabromide was stirred at room temperature for 20 hours. 3 ml of methanol were added, the mixture was stirred for 1 hour and then evaporated. The residue was suspended in 30 ml of water and extracted twice with 50 ml of ethyl acetate each time. The combined ethyl acetate extracts were washed with 20 ml of water and then evaporated. The residue was subjected to flash ch...